Dataset: the Open Reaction Database (ORD), a public repository of structured organic reaction records. Task: describe an organic reaction: reactants, conditions, products, and yield Starting materials: CO, CCOC(C)=O, [Na+], [OH-], CC(C)(C)OC(=O)n1ccc2c(C=CCn3cc(C(c4ccccc4)c4ccccc4)ccc3=O)cccc21. The product is O=c1ccc(C(c2ccccc2)c2ccccc2)cn1CC=Cc1cccc2[nH]ccc12. Reaction SMILES: [CH3:42][OH:43].[CH3:44][CH2:45][O:46][C:47]([CH3:48])=[O:49].[Na+:41].[OH-:40].[c:1]1([CH:7]([c:8]2[cH:9][cH:10][c:11](=[O:33])[n:12]([CH2:14][CH:15]=[CH:16][c:17]3[c:18]4[cH:19][cH:20][n:21]([C:26]([O:27][C:28]([CH3:29])([CH3:30])[CH3:31])=[O:32])[c:22]4[cH:23][cH:24][cH:25]3)[cH:13]2)[c:34]2[cH:35][cH:36][cH:37][cH:38][cH:39]2)[cH:2][cH:3][cH:4][cH:5][cH:6]1>>[c:1]1([CH:7]([c:8]2[cH:9][cH:10][c:11](=[O:33])[n:12]([CH2:14][CH:15]=[CH:16][c:17]3[c:18]4[cH:19][cH:20][nH:21][c:22]4[cH:23][cH:24][cH:25]3)[cH:13]2)[c:34]2[cH:35][cH:36][cH:37][cH:38][cH:39]2)[cH:2][cH:3][cH:4][cH:5][cH:6]1. As a reaction SMILES: [CH3:1][O:2][C:3]([CH:4]([CH3:5])[C:6]1([CH2:26][CH3:27])[CH2:7][CH2:8][CH2:9][N:10]2[CH2:11][CH2:12][c:13]3[c:14]([nH:16][c:17]4[cH:18][c:19]([N+:23](=[O:24])[O-:25])[cH:20][cH:21][c:22]34)[CH:15]12)=[O:28].[CH3:31][CH2:32][OH:33].[K+:30].[OH-:29]>>[O:2]=[C:3]([CH:4]([CH3:5])[C:6]1([CH2:26][CH3:27])[CH2:7][CH2:8][CH2:9][N:10]2[CH2:11][CH2:12][c:13]3[c:14]([nH:16][c:17]4[cH:18][c:19]([N+:23](=[O:24])[O-:25])[cH:20][cH:21][c:22]34)[CH:15]12)[OH:28]. The product is CCC1(C(C)C(=O)O)CCCN2CCc3c([nH]c4cc([N+](=O)[O-])ccc34)C21. Starting materials: CCC1(C(C)C(=O)OC)CCCN2CCc3c([nH]c4cc([N+](=O)[O-])ccc34)C21, CCO, [K+], [OH-]. Starting materials: CC1=C(C=NC=C1)C=1SC=C(N1)C=1C=C(C(=O)OCC)C=CC1 (ethyl 3-[2-(4-methylpyridin-3-yl)-1,3-thiazol-4-yl]benzoate). Solvent: [OH-].[Na+] (NaOH). Yields the product CC1=C(C=NC=C1)C=1SC=C(N1)C=1C=C(C(=O)O)C=CC1 (3-[2-(4-methylpyridin-3-yl)-1,3-thiazol-4-yl]benzoic acid). Yield: 88.8%. Reaction SMILES: [CH3:1][C:2]1[CH:7]=[CH:6][N:5]=[CH:4][C:3]=1[C:8]1[S:9][CH:10]=[C:11]([C:13]2[CH:14]=[C:15]([CH:21]=[CH:22][CH:23]=2)[C:16]([O:18]CC)=[O:17])[N:12]=1>[OH-].[Na+]>[CH3:1][C:2]1[CH:7]=[CH:6][N:5]=[CH:4][C:3]=1[C:8]1[S:9][CH:10]=[C:11]([C:13]2[CH:14]=[C:15]([CH:21]=[CH:22][CH:23]=2)[C:16]([OH:18])=[O:17])[N:12]=1 |f:1.2|. Procedure details: By the reaction in the same manner as in Example 77 using ethyl 3-[2-(4-methylpyridin-3-yl)-1,3-thiazol-4-yl]benzoate (6.50 g) and 1N NaOH (80 ml), the title compound (5.27 g) was obtained as a colorless powder. The reactants are ClC=1N=CC2=CC(=CC=C2C1)OC (3-chloro-7-methoxyisoquinoline), ClC=1N=CC2=CC(=CC=C2C1)OC (3-chloro-7-methoxyisoquinoline), B(O)(O)C1=CC=C(C(=O)O)C=C1 (4-boronobenzoic acid). Solvent: O (H2O). Yields the product COC1=CC=C2C=C(N=CC2=C1)C1=CC=C(C(=O)O)C=C1 (4-(7-methoxyisoquinolin-3-yl)benzoic acid). RXN SMILES: Cl[C:2]1[N:3]=[CH:4][C:5]2[C:10]([CH:11]=1)=[CH:9][CH:8]=[C:7]([O:12][CH3:13])[CH:6]=2.B([C:17]1[CH:25]=[CH:24][C:20]([C:21]([OH:23])=[O:22])=[CH:19][CH:18]=1)(O)O>O>[CH3:13][O:12][C:7]1[CH:6]=[C:5]2[C:10]([CH:11]=[C:2]([C:17]3[CH:25]=[CH:24][C:20]([C:21]([OH:23])=[O:22])=[CH:19][CH:18]=3)[N:3]=[CH:4]2)=[CH:9][CH:8]=1. Procedure details: Followed the procedure described in Compound IV-8 step 1, starting with 3-chloro-7-methoxyisoquinoline (Intermediate 12) and 4-boronobenzoic acid with an alternative isolation procedure: After reaction was complete, the reaction mixture was diluted with H2O (10 mL). The aqueous layer was extracted with EtOAc/MeOH (v/v=10:1, 30 mL×2). Then the aqueous layer was acidified with 2M HCl to pH=6. The precipitate was collected by filtration and washed with MeOH (10 mL), dried under high vacuum to give ... Reactants: [Li]CCCC, CN(C)C(=O)Cl, Cc1cc(OCc2ccccc2)nc(NCCN(C(C)C)C(C)C)n1, O, c1ccccc1. The product is Cc1cc(OCc2ccccc2)nc(N(CCN(C(C)C)C(C)C)C(=O)N(C)C)n1. Reaction SMILES: [CH2:1]([Li:2])[CH2:3][CH2:4][CH3:5].[CH3:37][N:38]([C:39](=[O:40])[Cl:41])[CH3:42].[CH:6]([CH3:7])([CH3:8])[N:9]([CH2:10][CH2:11][NH:12][c:13]1[n:14][c:15]([O:20][CH2:21][c:22]2[cH:23][cH:24][cH:25][cH:26][cH:27]2)[cH:16][c:17]([CH3:19])[n:18]1)[CH:28]([CH3:29])[CH3:30].[OH2:43].[cH:31]1[cH:32][cH:33][cH:34][cH:35][cH:36]1>>[CH:6]([CH3:7])([CH3:8])[N:9]([CH2:10][CH2:11][N:12]([c:13]1[n:14][c:15]([O:20][CH2:21][c:22]2[cH:23][cH:24][cH:25][cH:26][cH:27]2)[cH:16][c:17]([CH3:19])[n:18]1)[C:39]([N:38]([CH3:37])[CH3:42])=[O:40])[CH:28]([CH3:29])[CH3:30]. The reactants are COCC1CCCN1, CC(C)[O-], CC(C)[O-], CC(C)[O-], CC(C)[O-], CCO, O=CC1(c2ccc(OCCCN3CCCC3)cc2)CCOCC1, [Ti+4]. The product is COCC1CCCN1CC1(c2ccc(OCCCN3CCCC3)cc2)CCOCC1. Reaction SMILES: [CH3:24][O:25][CH2:26][CH:27]1[NH:28][CH2:29][CH2:30][CH2:31]1.[CH3:32][CH:33]([CH3:34])[O-:35].[CH3:37][CH:38]([CH3:39])[O-:40].[CH3:41][CH:42]([CH3:43])[O-:44].[CH3:45][CH:46]([CH3:47])[O-:48].[CH3:49][CH2:50][OH:51].[N:1]1([CH2:6][CH2:7][CH2:8][O:9][c:10]2[cH:11][cH:12][c:13]([C:16]3([CH:22]=[O:23])[CH2:17][CH2:18][O:19][CH2:20][CH2:21]3)[cH:14][cH:15]2)[CH2:2][CH2:3][CH2:4][CH2:5]1.[Ti+4:36]>>[N:1]1([CH2:6][CH2:7][CH2:8][O:9][c:10]2[cH:11][cH:12][c:13]([C:16]3([CH2:22][N:28]4[CH:27]([CH2:26][O:25][CH3:24])[CH2:31][CH2:30][CH2:29]4)[CH2:17][CH2:18][O:19][CH2:20][CH2:21]3)[cH:14][cH:15]2)[CH2:2][CH2:3][CH2:4][CH2:5]1.